describe an organic reaction: reactants, conditions, products, and yield From a dataset of the Open Reaction Database (ORD), a public repository of structured organic reaction records. Starting materials: C(=O)([O-])[O-].[K+].[K+] (K2CO3), C1C[N+](=O)CCN1C(=O)OCC2=CC=CC=C2 (benzyl 4-oxo-1-piperazinecarboxylate), B(F)(F)F.CCOCC (BF3.OEt2), [N+](=[N-])=CC(=O)OCC (ethyl diazoacetate). Solvent: C(C)OCC (diethyl ether). Yields the product O=C1C(CCN(CC1)C(=O)OCC1=CC=CC=C1)C(=O)OCC (1-benzyl 4-ethyl 5-oxoazepane-1,4-dicarboxylate). Isolated yield 102.7%. As a reaction SMILES: [CH2:1]1[N:7]([C:8]([O:10][CH2:11][C:12]2[CH:17]=[CH:16][CH:15]=[CH:14][CH:13]=2)=[O:9])[CH2:6][CH2:5][N+](=O)[CH2:2]1.[N+](=[CH:20][C:21]([O:23][CH2:24][CH3:25])=[O:22])=[N-].B(F)(F)F.C[CH2:31][O:32]CC.C([O-])([O-])=O.[K+].[K+]>C(OCC)C>[O:32]=[C:31]1[CH2:5][CH2:6][N:7]([C:8]([O:10][CH2:11][C:12]2[CH:17]=[CH:16][CH:15]=[CH:14][CH:13]=2)=[O:9])[CH2:1][CH2:2][CH:20]1[C:21]([O:23][CH2:24][CH3:25])=[O:22] |f:2.3,4.5.6|. Procedure: To a suspension of benzyl 4-oxo-1-piperazinecarboxylate (11.7 g, 50.3 mmol) in diethyl ether (100 ml) at −78° C. was added ethyl diazoacetate (6.84 ml, 65.3 mmol) followed by BF3.OEt2 (6.30 ml, 50.3 mmol). After 1 hour the reaction was raised to room temperature giving a clear yellow solution. A saturated aqueous solution of K2CO3 was added dropwise until no further gas evolution was observed. The organic layer was separated and washed with saturated aqueous K2CO3 (2×50 ml), dried (MgSO4), filte...